From a dataset of the Open Reaction Database (ORD), a public repository of structured organic reaction records. describe an organic reaction: reactants, conditions, products, and yield Starting materials: C1(CCCCC1)N=C=NC1CCCCC1 (dicyclohexylcarbodiimide), [3S-[3α(Z),4β]]-3-[[(2-Amino-4-thiazolyl)[(1-carboxy-1-methylethoxy)imino]acetyl]amino]-4-methyl-2-oxo-1-azetidinesulfonic acid, C(CCC)N(CCCC)CCCC (tributylamine), ON1N=NC2=C1C=CC=C2 (N-hydroxybenzotriazole), Girard Reagent P. Reagents/catalysts: CN(C1=CC=NC=C1)C (4-dimethylaminopyridine). Solvent: CN(C=O)C (dimethylformamide), CN(C=O)C (dimethylformamide), CN(C=O)C (dimethylformamide). Conditions: time 15 minute. Product: C(=O)(NC1CCCCC1)NC1CCCCC1 (dicyclohexylurea). RXN SMILES: C(N(CCCC)CCCC)CCC.[OH:14]N1C2C=CC=CC=2N=N1.[CH:24]1([N:30]=[C:31]=[N:32][CH:33]2[CH2:38][CH2:37][CH2:36][CH2:35][CH2:34]2)[CH2:29][CH2:28][CH2:27][CH2:26][CH2:25]1>CN(C)C1C=CN=CC=1.CN(C)C=O>[C:31]([NH:30][CH:24]1[CH2:25][CH2:26][CH2:27][CH2:28][CH2:29]1)([NH:32][CH:33]1[CH2:38][CH2:37][CH2:36][CH2:35][CH2:34]1)=[O:14]. Procedure: [3S-[3α(Z),4β]]-3-[[(2-Amino-4-thiazolyl)[(1-carboxy-1-methylethoxy)imino]acetyl]amino]-4-methyl-2-oxo-1-azetidinesulfonic acid (2.18 g), 0.93 g of tributylamine, 0.1 g of N-hydroxybenzotriazole and 0.05 g of 4-dimethylaminopyridine were dissolved in 20 ml of dimethylformamide and a solution of 1.06 g of dicyclohexylcarbodiimide in 5 ml of dimethylformamide was added. After stirring for 15 minutes at room temperature, a solution of 0.94 g Girard Reagent P in 20 ml of dimethylformamide was added.... Starting materials: CO, COC(=O)c1cc([N+](=O)[O-])c(N)c(F)c1N, C1CCOC1. Yields the product COC(=O)c1cc(N)c(N)c(F)c1N. Reaction SMILES: [CH3:22][OH:23].[NH2:1][c:2]1[c:3]([C:4](=[O:5])[O:6][CH3:7])[cH:8][c:9]([N+:14]([O-:15])=[O:16])[c:10]([NH2:13])[c:11]1[F:12].[O:17]1[CH2:18][CH2:19][CH2:20][CH2:21]1>>[NH2:1][c:2]1[c:3]([C:4](=[O:5])[O:6][CH3:7])[cH:8][c:9]([NH2:14])[c:10]([NH2:13])[c:11]1[F:12].